From a dataset of the Open Reaction Database (ORD), a public repository of structured organic reaction records. describe an organic reaction: reactants, conditions, products, and yield Reaction SMILES: C([O:14][C:15]([CH2:17][C:18]([NH:20][C:21]1[N:22]2[CH:25]([S:26][CH2:27][C:28]=1[C:29]1[S:33][C:32]([NH:34][CH2:35][CH2:36][N:37]([CH3:39])[CH3:38])=[N:31][CH:30]=1)[CH:24]([S:40][C:41]1[CH:46]=[CH:45][C:44]([Cl:47])=[C:43]([Cl:48])[CH:42]=1)[C:23]2=[O:49])=[O:19])=[O:16])(C1C=CC=CC=1)C1C=CC=CC=1.C1(OC)C=CC=CC=1>C(O)=O>[C:15]([CH2:17][C:18]([NH:20][C:21]1[N:22]2[CH:25]([S:26][CH2:27][C:28]=1[C:29]1[S:33][C:32]([NH:34][CH2:35][CH2:36][N:37]([CH3:39])[CH3:38])=[N:31][CH:30]=1)[CH:24]([S:40][C:41]1[CH:46]=[CH:45][C:44]([Cl:47])=[C:43]([Cl:48])[CH:42]=1)[C:23]2=[O:49])=[O:19])([OH:16])=[O:14]. Product: C(=O)(O)CC(=O)NC=1N2C(C(C2SCC1C1=CN=C(S1)NCCN(C)C)SC1=CC(=C(C=C1)Cl)Cl)=O (2-carboxy-7-(3,4-dichloro-phenylthio)-acetamido-3-[2-(2-dimethylamino-ethylamino)-thiazol-5-yl]-8-oxo-5-thia-1-azabicyclo[4.2.0]oct-2-ene). Procedure details: A mixture of 2-benzhydryloxycarbonyl-7-(3,4-dichlorophenylthio)-acetamido-3-[2-(2-dimethylamino-ethylamino)-thiazol-5-yl]-8-oxo-5-thia-1-azabicyclo[4.2.0]oct-2ene (1.5 g), anisole (5 cc) and formic acid (25 cc) is stirred for 30 minutes at 50° C. The mixture is concentrated to dryness under reduced pressure (0.1 mm Hg; 0.013 kPa) and the residue is then taken up in ethanol (3×50 cc) and concentrated to dryness under reduced pressure (30 mm Hg; 4 kPa) at 30° C. The solid obtained is washed with a... The yield is 85.5%. Solvent: C(=O)O (formic acid). Conditions: temperature 50 celsius, time 30 minute. Reactants: C(C1=CC=CC=C1)(C1=CC=CC=C1)OC(=O)CC(=O)NC=1N2C(C(C2SCC1C1=CN=C(S1)NCCN(C)C)SC1=CC(=C(C=C1)Cl)Cl)=O (2-benzhydryloxycarbonyl-7-(3,4-dichlorophenylthio)-acetamido-3-[2-(2-dimethylamino-ethylamino)-thiazol-5-yl]-8-oxo-5-thia-1-azabicyclo[4.2.0]oct-2ene), C1(=CC=CC=C1)OC (anisole). Reactants: CC(C1=CC=C(C=C1)CBr)C(=O)O (2-(4-bromomethyl)phenylpropionic acid), [C-]#N.[K+] (potassium cyanide). The solvent is CCO (EtOH), O (water), O (water). Conditions: temperature 80 celsius. Product: C(#N)CC1=CC=C(C=C1)C(C(=O)O)C (2-[4-(cyanomethyl)phenyl]propionic acid). As a reaction SMILES: [CH3:1][CH:2]([C:11]([OH:13])=[O:12])[C:3]1[CH:8]=[CH:7][C:6]([CH2:9]Br)=[CH:5][CH:4]=1.[C-:14]#[N:15].[K+]>CCO.O>[C:14]([CH2:9][C:6]1[CH:7]=[CH:8][C:3]([CH:2]([CH3:1])[C:11]([OH:13])=[O:12])=[CH:4][CH:5]=1)#[N:15] |f:1.2|. Reported procedure: A suspension of 2-(4-bromomethyl)phenylpropionic acid (2.0 g, 8.2 mmol) and potassium cyanide (1.6 g, 24.7 mmol) in EtOH (10 mL) and water (2 mL) was heated at 80° C. in a sealed tube for 1 h. The mixture was cooled to room temperature, diluted with water (10 mL) and the EtOH was removed under reduced pressure. The remaining aqueous mixture was extracted once with EtOAc then acidified carefully with 2N HCl until pH˜3 is reached. The aqueous layer was extracted with EtOAc and the combined organic... Starting materials: C(C)C1=C(O)C=C(C=C1O)C (2-ethyl-5-methyl resorcinol), S(O)(O)(=O)=O (sulfuric acid), CC(C)(CC(C)O)O (2-methylpentane-2,4-diol). The solvent is C(C)(C)OC(C)C (isopropyl ether). The product is C(C)C=1C(=CC(=C2C(CC(OC12)(C)C)C)C)O (8-Ethyl-7-hydroxy-2,2,4,5-tetramethylchroman). Isolated yield 64.1%. Reaction SMILES: [CH2:1]([C:3]1[C:9]([OH:10])=[CH:8][C:7]([CH3:11])=[CH:6][C:4]=1[OH:5])[CH3:2].S(=O)(=O)(O)O.[CH3:17][C:18](O)([CH2:20][CH:21](O)[CH3:22])[CH3:19]>C(OC(C)C)(C)C>[CH2:1]([C:3]1[C:4]([OH:5])=[CH:6][C:7]([CH3:11])=[C:8]2[C:9]=1[O:10][C:18]([CH3:19])([CH3:17])[CH2:20][CH:21]2[CH3:22])[CH3:2]. Procedure: A mixed solution was prepared from 6.1 g. of 2-ethyl-5-methyl resorcinol, 40 ml of isopropyl ether and 2 ml of concentrated sulfuric acid. To this solution, 5.7 g. of 2-methylpentane-2,4-diol were added dropwise at about 60° C. for about 30 minutes. After cooling, this solution was successively washed with water, with aqueous 1 N sodium hydroxide solution and again with water, and then dried over magnesium sulfate. The solvent was distilled off under reduced pressure. The residue was purified by... Reaction SMILES: [C:1]([CH3:2])([CH3:3])([CH3:4])[O:5][C:6](=[O:7])[N:8]1[CH2:9][CH2:10][C:11]([C:14](=[O:15])[OH:16])([CH3:17])[CH2:12][CH2:13]1.[CH3:46][CH2:47][O:48][C:49](=[O:50])[CH3:51].[Cl:24][C:25]([C:26]([Cl:27])=[O:28])=[O:29].[Cl:42][CH2:43][CH2:44][Cl:45].[O:52]=[CH:53][N:54]([CH3:55])[CH3:56].[cH:18]1[cH:19][cH:20][n:21][cH:22][cH:23]1.[o:30]1[cH:31][n:32][cH:33][c:34]1-[c:35]1[cH:36][c:37]([NH2:38])[cH:39][cH:40][cH:41]1>>[C:1]([CH3:2])([CH3:3])([CH3:4])[O:5][C:6](=[O:7])[N:8]1[CH2:9][CH2:10][C:11]([C:14](=[O:16])[NH:38][c:37]2[cH:36][c:35](-[c:34]3[o:30][cH:31][n:32][cH:33]3)[cH:41][cH:40][cH:39]2)([CH3:17])[CH2:12][CH2:13]1. Product: CC(C)(C)OC(=O)N1CCC(C)(C(=O)Nc2cccc(-c3cnco3)c2)CC1. Starting materials: CC(C)(C)OC(=O)N1CCC(C)(C(=O)O)CC1, CCOC(C)=O, O=C(Cl)C(=O)Cl, ClCCCl, CN(C)C=O, c1ccncc1, Nc1cccc(-c2cnco2)c1. The reactants are COC(=O)c1cc([N+](=O)[O-])c(N)c(F)c1F, CCOCC, Cc1ccccc1N. Yields the product COC(=O)c1cc([N+](=O)[O-])c(N)c(F)c1Nc1ccccc1C. As a reaction SMILES: [CH3:1][O:2][C:3]([c:4]1[c:5]([F:15])[c:6]([F:14])[c:7]([NH2:13])[c:8]([N+:10](=[O:11])[O-:12])[cH:9]1)=[O:16].[CH3:25][CH2:26][O:27][CH2:28][CH3:29].[NH2:17][c:18]1[c:19]([CH3:24])[cH:20][cH:21][cH:22][cH:23]1>>[CH3:1][O:2][C:3]([c:4]1[c:5]([NH:17][c:18]2[c:19]([CH3:24])[cH:20][cH:21][cH:22][cH:23]2)[c:6]([F:14])[c:7]([NH2:13])[c:8]([N+:10](=[O:11])[O-:12])[cH:9]1)=[O:16].